Task: describe an organic reaction: reactants, conditions, products, and yield. Dataset: the Open Reaction Database (ORD), a public repository of structured organic reaction records Yields the product CNC(=O)C1CCCN(c2cc(NC(=O)c3ccc(C(C)(C)O)cc3)nc3cc(C)nn23)C1. Reaction SMILES: [CH3:25][NH:26][C:27](=[O:28])[CH:29]1[CH2:30][NH:31][CH2:32][CH2:33][CH2:34]1.[CH3:35][N:36]1[CH2:37][CH2:38][CH2:39][C:40]1=[O:41].[CH3:42][S:43]([CH3:44])=[O:45].[CH3:46][OH:47].[Cl:1][c:2]1[cH:3][c:4]([NH:12][C:13]([c:14]2[cH:15][cH:16][c:17]([C:20]([CH3:21])([CH3:22])[OH:23])[cH:18][cH:19]2)=[O:24])[n:5][c:6]2[n:7]1[n:8][c:9]([CH3:11])[cH:10]2>>[c:2]1([N:31]2[CH2:30][CH:29]([C:27]([NH:26][CH3:25])=[O:28])[CH2:34][CH2:33][CH2:32]2)[cH:3][c:4]([NH:12][C:13]([c:14]2[cH:15][cH:16][c:17]([C:20]([CH3:21])([CH3:22])[OH:23])[cH:18][cH:19]2)=[O:24])[n:5][c:6]2[n:7]1[n:8][c:9]([CH3:11])[cH:10]2. Reactants: CNC(=O)C1CCCNC1, CN1CCCC1=O, CS(C)=O, CO, Cc1cc2nc(NC(=O)c3ccc(C(C)(C)O)cc3)cc(Cl)n2n1. As a reaction SMILES: [NH:1]1[C@H:6]([C:7]([O-])=O)[CH2:5][CH2:4][CH2:3][C@@H:2]1[C:10]([O-])=O.[C:13]1([NH2:20])[CH:18]=[CH:17][CH:16]=[CH:15][C:14]=1[NH2:19]>>[NH:19]1[C:14]2[CH:15]=[CH:16][CH:17]=[CH:18][C:13]=2[N:20]=[C:7]1[C@H:6]1[NH:1][C@@H:2]([C:10]2[NH:20][C:13]3[CH:18]=[CH:17][CH:16]=[CH:15][C:14]=3[N:19]=2)[CH2:3][CH2:4][CH2:5]1. Reactants: 2a, N1[C@H](CCC[C@H]1C(=O)[O-])C(=O)[O-] (cis-2,6-piperidinedicarboxilate), C1(=C(C=CC=C1)N)N (o-phenylenediamine). The product is N1C(=NC2=C1C=CC=C2)[C@@H]2CCC[C@@H](N2)C2=NC1=C(N2)C=CC=C1 (cis-2-[6-(1H-benzimidazol-2-yl)piperidin-2-yl]-1H-benzimidazole). Procedure details: 2k was synthesised by an analogous procedure to that described for 2a using cis-2,6-piperidinedicarboxilate (1.4 g, 6.97 mmol) and o-phenylenediamine (1.51 g, 13.94). Yield 1.92 g (87%). The reactants are BrC12CC3C(C(CC(C1)C3)C2)NC2=C3C(=NC=C2C(=O)N)NC=C3 (4-[(5-bromoadamantan-2-yl)amino]-1H-pyrrolo[2,3-b]pyridine-5-carboxamide), C(CO)C#N (ethylene cyanhydrin). Solvent: C(C)N(CC)CC (triethylamine). Run at time 20 minute. Yields the product C(#N)CCOC12CC3C(C(CC(C1)C3)C2)NC2=C3C(=NC=C2C(=O)N)NC=C3 (4-{[5-(2-cyanoethoxy)adamantan-2-yl]amino}-1H-pyrrolo[2,3-b]pyridine-5-carboxamide). RXN SMILES: Br[C:2]12[CH2:11][CH:6]3[CH2:7][CH:8]([CH2:10][CH:4]([CH:5]3[NH:12][C:13]3[C:18]([C:19]([NH2:21])=[O:20])=[CH:17][N:16]=[C:15]4[NH:22][CH:23]=[CH:24][C:14]=34)[CH2:3]1)[CH2:9]2.[CH2:25]([C:28]#[N:29])[CH2:26][OH:27]>C(N(CC)CC)C>[C:28]([CH2:25][CH2:26][O:27][C:2]12[CH2:11][CH:6]3[CH2:7][CH:8]([CH2:10][CH:4]([CH:5]3[NH:12][C:13]3[C:18]([C:19]([NH2:21])=[O:20])=[CH:17][N:16]=[C:15]4[NH:22][CH:23]=[CH:24][C:14]=34)[CH2:3]1)[CH2:9]2)#[N:29]. Reported procedure: To 4-[(5-bromoadamantan-2-yl)amino]-1H-pyrrolo[2,3-b]pyridine-5-carboxamide (52 mg) were added ethylene cyanhydrin (250 μl) and triethylamine (56 μl), and the mixture was stirred for 20 minutes using a microwave reaction system at 150° C. The reaction solution was cooled and purified by silica gel column chromatography (chloroform:methanol). The obtained fraction was concentrated under reduced pressure, and water was added. The obtained solid was collected by filtration to obtain 4-{[5-(2-cyanoe... Starting materials: NC1=CC=C2C(C(=C(OC2=C1N)C(C)C)C1=CC=C(C=C1)Cl)=O (7,8-Diamino-3-(4-chlorophenyl)-2-isopropyl-chromen-4-one), FC(C(=O)O)(F)F (trifluoroacetic acid), Cl (hydrochloric acid). Solvent: C(C)(=O)OCC (ethyl acetate). Conditions: temperature 110 celsius. Yields the product ClC1=CC=C(C=C1)C1=C(OC2=C(C1=O)C=CC=1NC(=NC12)C(F)(F)F)C(C)C (7-(4-Chlorophenyl)-8-isopropyl-2-trifluoromethyl-3H-chromeno[7,8-d]imidazol-6-one). RXN SMILES: [NH2:1][C:2]1[C:11]([NH2:12])=[C:10]2[C:5]([C:6](=[O:23])[C:7]([C:16]3[CH:21]=[CH:20][C:19]([Cl:22])=[CH:18][CH:17]=3)=[C:8]([CH:13]([CH3:15])[CH3:14])[O:9]2)=[CH:4][CH:3]=1.Cl.[F:25][C:26]([F:31])([F:30])[C:27](O)=O>C(OCC)(=O)C>[Cl:22][C:19]1[CH:18]=[CH:17][C:16]([C:7]2[C:6](=[O:23])[C:5]3[CH:4]=[CH:3][C:2]4[NH:1][C:27]([C:26]([F:31])([F:30])[F:25])=[N:12][C:11]=4[C:10]=3[O:9][C:8]=2[CH:13]([CH3:14])[CH3:15])=[CH:21][CH:20]=1. Procedure: 7,8-Diamino-3-(4-chlorophenyl)-2-isopropyl-chromen-4-one (80 mg, 0.243 mmol) is dissolved in trifluoroacetic acid (1.4 ml), dilute hydrochloric acid (2M, 0.1 ml) is added, and the mixture is heated at 110° C. for 2.5 h. The reaction mixture is cooled to room temperature, diluted with ethyl acetate (50 ml) and washed with saturated sodium bicarbonate solution (2×40 ml), water (40 ml) and saturated brine (40 ml). The organic layer is dried (MgSO4), filtered and evaporated to give a solid. This is ... Starting materials: [N+](=O)([O-])C=1C=C(C(=O)O)C=C(C1)NC(COCCOCCOC)=O (3-nitro-5-(3,6,9-trioxadecanamido)benzoic acid). Reagents/catalysts: [Pd] (palladium-on-charcoal). The solvent is C(C)O (ethanol). Yields the product NC=1C=C(C(=O)O)C=C(C1)NC(COCCOCCOC)=O (3-Amino-5-(3,6,9-trioxadecanamido)benzoic Acid). Reaction SMILES: [N+:1]([C:4]1[CH:5]=[C:6]([CH:10]=[C:11]([NH:13][C:14](=[O:24])[CH2:15][O:16][CH2:17][CH2:18][O:19][CH2:20][CH2:21][O:22][CH3:23])[CH:12]=1)[C:7]([OH:9])=[O:8])([O-])=O>C(O)C.[Pd]>[NH2:1][C:4]1[CH:5]=[C:6]([CH:10]=[C:11]([NH:13][C:14](=[O:24])[CH2:15][O:16][CH2:17][CH2:18][O:19][CH2:20][CH2:21][O:22][CH3:23])[CH:12]=1)[C:7]([OH:9])=[O:8]. Procedure details: 3-Amino-5-(3,6,9-trioxadecanamido)benzoic Acid [H; T is CH3OCH2CH2OCH2CH2OCH2, Z is OH] was prepared by hydrogenation of 80 g. of 3-nitro-5-(3,6,9-trioxadecanamido)benzoic acid in absolute ethanol in the presence of palladium-on-charcoal catalyst. There was thus obtained 54.7 g. of 3-amino-5-(3,6,9-trioxadecanamido)benzoic acid, m.p. 130.5°-131° C. when recrystallized from isopropyl alcohol. Reactants: C1CCOC1, CS(=O)(=O)Cl, CCOC(C)=O, O=Cc1c[nH]c2ccc(Cl)cc12, [H-], [Na+]. Product: CS(=O)(=O)n1cc(C=O)c2cc(Cl)ccc21. RXN SMILES: [CH2:20]1[O:21][CH2:22][CH2:23][CH2:24]1.[CH3:15][S:16]([Cl:17])(=[O:18])=[O:19].[CH3:25][CH2:26][O:27][C:28]([CH3:29])=[O:30].[Cl:3][c:4]1[cH:5][c:6]2[c:7]([CH:13]=[O:14])[cH:8][nH:9][c:10]2[cH:11][cH:12]1.[H-:2].[Na+:1]>>[Cl:3][c:4]1[cH:5][c:6]2[c:7]([CH:13]=[O:14])[cH:8][n:9]([S:16]([CH3:15])(=[O:18])=[O:19])[c:10]2[cH:11][cH:12]1. Reactants: S1C=C(C=C1)CC(=O)O (3-thiopheneacetic acid), methyl ester, S(=O)(Cl)Cl (thionyl chloride), ON1C(CCC1=O)=O (N-hydroxysuccinimide), C(C)(C)N(CC)C(C)C (diisopropylethylamine), S(=O)(Cl)Cl (thionyl chloride), carbohydrate, S1C=C(C=C1)CC(=O)O (3-thiopheneacetic acid), compound 7. Solvent: O1CCOCC1 (dioxane), CO (methanol). Yields the product S1C(=CC=C1)CC(=O)Cl (Thiopheneacetyl chloride), S1C=CC=C1 (thiophene). As a reaction SMILES: [S:1]1[CH:5]=[CH:4][C:3](CC(O)=O)=[CH:2]1.S(Cl)([Cl:12])=O.ON1C(=O)C[CH2:17][C:16]1=[O:21].C(N(C(C)C)CC)(C)C>CO.O1CCOCC1>[S:1]1[CH:2]=[CH:3][CH:4]=[C:5]1[CH2:17][C:16]([Cl:12])=[O:21].[S:1]1[CH:5]=[CH:4][CH:3]=[CH:2]1. Procedure details: In the first set of experiments, amine and carboxylic acid terminated thiophene intermediates were prepared (FIG. 4) and subsequently coupled with carbohydrate moieties. In the second set, the distance between thiophene and carbohydrate was extended by iminothiolane hydrochloride (compound 30) and a thiol was generated after extension. (The reaction conditions specified in FIG. 4(a) are as follows: cat. DIPEA/CHCl3, r.t., 95% yield; FIG. 4(b) are as follows: CHCl3 (highly diluted), r.t., overnig... The reactants are C(C1=CC=CC=C1)(=O)OC1CC(NC(C1)(C)C)(C)C (4-benzoyloxy-2,2,6,6-tetramethylpiperidine), C(C)(C)(C)OO (tert-butyl hydroperoxide). RXN SMILES: [C:1]([O:9][CH:10]1[CH2:15][C:14]([CH3:17])([CH3:16])[NH:13][C:12]([CH3:19])([CH3:18])[CH2:11]1)(=[O:8])[C:2]1[CH:7]=[CH:6][CH:5]=[CH:4][CH:3]=1.[C:20]([O:24]O)([CH3:23])([CH3:22])[CH3:21]>[Mo](=O)(=O)=O.C1(C(C)C)C=CC=CC=1>[C:1]([O:9][CH:10]1[CH2:15][C:14]([CH3:17])([CH3:16])[N:13]([O:24][C:20]([C:23]2[CH:6]=[CH:7][CH:2]=[CH:3][CH:4]=2)([CH3:22])[CH3:21])[C:12]([CH3:19])([CH3:18])[CH2:11]1)(=[O:8])[C:2]1[CH:7]=[CH:6][CH:5]=[CH:4][CH:3]=1. The solvent is C1(=CC=CC=C1)C(C)C (cumene). Reported procedure: A mixture of 10.1 g (38.6 mmol) of 4-benzoyloxy-2,2,6,6-tetramethylpiperidine, 15.6 g (155 mmol) of 90% aqueous tert-butyl hydroperoxide, 600 mg of molybdenum trioxide and 60 ml of cumene is heated at 95° C. for two hours. The catalyst is removed by filtration and the filtrate is then evaporated at reduced pressure. The residual red oil is chromatographed on silica gel to afford 5.8 g (38% yield) of a white powder, m.p. 105°-108° C. The yield is 76.0%. Yields the product C(C1=CC=CC=C1)(=O)OC1CC(N(C(C1)(C)C)OC(C)(C)C1=CC=CC=C1)(C)C (4-Benzoyloxy-1-cumyloxy-2,2,6,6-tetramethylpiperidine). Conditions: temperature 95 celsius. Reagents/catalysts: [Mo](=O)(=O)=O (molybdenum trioxide). The reactants are CC1(OC(C(O1)=CC(=O)N(OC)CC1=C(C=C(C=C1)F)SC)=O)C (2-(2,2-Dimethyl-5-oxo-[1,3]dioxolan-4-ylidene)-N-(4-fluoro-2-methylsulfanyl-benzyl)-N-methoxy-acetamide), C=O (paraformaldehyde), N1(CCOCC1)CCN (2-morpholin-4-yl-ethylamine), ClC=1C=C(CN(C(=O)C=2CN(C(C2O)=O)CCO)C)C=CC1Cl (4-Hydroxy-1-(2-hydroxy-ethyl)-5-oxo-2,5 dihydro-1H-pyrrole-3-carboxylic acid (3,4-dichloro-benzyl)-methyl-amide). Product: FC1=CC(=C(CN(C(=O)C=2CN(C(C2O)=O)CCN2CCOCC2)OC)C=C1)SC (4-Hydroxy-1-(2-morpholin-4-yl-ethyl)-5-oxo-2,5-dihydro-1H-pyrrole-3-carboxylic acid (4-fluoro-2-methylsulfanyl-benzyl)-methoxy-amide). Isolated yield 18.0%. As a reaction SMILES: CC1(C)[O:6][C:5](=[CH:7][C:8]([N:10]([CH2:13][C:14]2[CH:19]=[CH:18][C:17]([F:20])=[CH:16][C:15]=2[S:21][CH3:22])[O:11][CH3:12])=[O:9])[C:4](=[O:23])O1.C=O.[N:27]1([CH2:33][CH2:34][NH2:35])[CH2:32][CH2:31][O:30][CH2:29][CH2:28]1.Cl[C:37]1C=C(C=CC=1Cl)CN(C)C(C1CN(CCO)C(=O)C=1O)=O>>[F:20][C:17]1[CH:18]=[CH:19][C:14]([CH2:13][N:10]([O:11][CH3:12])[C:8]([C:7]2[CH2:37][N:35]([CH2:34][CH2:33][N:27]3[CH2:32][CH2:31][O:30][CH2:29][CH2:28]3)[C:4](=[O:23])[C:5]=2[OH:6])=[O:9])=[C:15]([S:21][CH3:22])[CH:16]=1. Procedure details: 2-(2,2-Dimethyl-5-oxo-[1,3]dioxolan-4-ylidene)-N-(4-fluoro-2-methylsulfanyl-benzyl)-N-methoxy-acetamide was reacted with paraformaldehyde and 2-morpholin-4-yl-ethylamine using the method described for the preparation of Compound 767 to give the title compound as a white solid (0.012 g, 18% yield). 1HNMR (300 MHz, CDCl3) δ: 7.27–7.22 (1H, m), 6.94 (1H, dd, J=9.51, 2.56 Hz), 6.83 (1H, td, J=8.42, 2.56 Hz), 4.95 (2H, s), 4.28 (2H, s), 3.97–3.75 (8H, m), 3.68 (3H, s), 3.40 (2H, t, J=5.85 Hz), 2.95 (... Starting materials: CCO, CC(C)(N)C#Cc1ccc(-c2ccnc(NC3CC(C)(C)NC(C)(C)C3)n2)cn1. Product: CC(C)(N)CCc1ccc(-c2ccnc(NC3CC(C)(C)NC(C)(C)C3)n2)cn1. As a reaction SMILES: [CH3:30][CH2:31][OH:32].[NH2:1][C:2]([C:3]#[C:4][c:5]1[cH:6][cH:7][c:8](-[c:11]2[n:12][c:13]([NH:17][CH:18]3[CH2:19][C:20]([CH3:26])([CH3:27])[NH:21][C:22]([CH3:24])([CH3:25])[CH2:23]3)[n:14][cH:15][cH:16]2)[cH:9][n:10]1)([CH3:28])[CH3:29]>>[NH2:1][C:2]([CH2:3][CH2:4][c:5]1[cH:6][cH:7][c:8](-[c:11]2[n:12][c:13]([NH:17][CH:18]3[CH2:19][C:20]([CH3:26])([CH3:27])[NH:21][C:22]([CH3:24])([CH3:25])[CH2:23]3)[n:14][cH:15][cH:16]2)[cH:9][n:10]1)([CH3:28])[CH3:29].